Dataset: the Open Reaction Database (ORD), a public repository of structured organic reaction records. Task: describe an organic reaction: reactants, conditions, products, and yield The reactants are O=CCC(CC1=CC=C(C(=O)NCCC(=O)OC(C)(C)C)C=C1)C=1C=C(C=CC1)C1=CC=C(C=C1)OC(F)(F)F (tert-butyl N-(4-[4-oxo-2-[4′-(trifluoromethoxy)biphenyl-3-yl]butyl]benzoyl)-β-alaninate), Cl.C1(=CC=CC=C1)NN (phenyl hydrazine hydrochloride). The reagents and catalysts are [Cl-].[Cl-].[Zn+2] (ZnCl2). Run in C(C)(=O)O (acetic acid). Conditions: temperature 80 celsius. Product: N1C=C(C2=CC=CC=C12)C(CC1=CC=C(C(=O)NCCC(=O)O)C=C1)C=1C=C(C=CC1)C1=CC=C(C=C1)OC(F)(F)F (N-(4-{2-(1H-indol-3-yl)-2-[4′-(trifluoromethoxy)biphenyl-3-yl]ethyl}benzoyl)-β-alanine). RXN SMILES: O=[CH:2][CH2:3][CH:4]([C:24]1[CH:25]=[C:26]([C:30]2[CH:35]=[CH:34][C:33]([O:36][C:37]([F:40])([F:39])[F:38])=[CH:32][CH:31]=2)[CH:27]=[CH:28][CH:29]=1)[CH2:5][C:6]1[CH:23]=[CH:22][C:9]([C:10]([NH:12][CH2:13][CH2:14][C:15]([O:17]C(C)(C)C)=[O:16])=[O:11])=[CH:8][CH:7]=1.Cl.[C:42]1([NH:48]N)[CH:47]=[CH:46][CH:45]=[CH:44][CH:43]=1>[Cl-].[Cl-].[Zn+2].C(O)(=O)C>[NH:48]1[C:42]2[C:43](=[CH:44][CH:45]=[CH:46][CH:47]=2)[C:3]([CH:4]([C:24]2[CH:25]=[C:26]([C:30]3[CH:31]=[CH:32][C:33]([O:36][C:37]([F:38])([F:39])[F:40])=[CH:34][CH:35]=3)[CH:27]=[CH:28][CH:29]=2)[CH2:5][C:6]2[CH:7]=[CH:8][C:9]([C:10]([NH:12][CH2:13][CH2:14][C:15]([OH:17])=[O:16])=[O:11])=[CH:22][CH:23]=2)=[CH:2]1 |f:1.2,3.4.5|. Reported procedure: A glacial acetic acid solution (4 mL) containing the intermediate from Step C (150 mg, 0.27 mmol), phenyl hydrazine hydrochloride (51 mg, 0.35 mmol) and ZnCl2 (110 mg, 0.81 mmol) was heated at 80° C. for 1 hour. The solution was concentrated and partitioned between aqueous 1N HCl and ethyl acetate. The organic phase was washed with brine, dried over MgSO4, filtered and concentrated. The residue was purified by RP-HPLC and the isolated material was resolved using chiral OJ SFC-HPLC to give the ti... Starting materials: CC(=O)Nc1nc(C)c(-c2cc(S(=O)(=O)NC3CCC(O)CC3)sc2Br)s1, [Li]CCCC. Reaction SMILES: [Br:1][c:2]1[s:3][c:4]([S:17]([NH:18][CH:19]2[CH2:20][CH2:21][CH:22]([OH:25])[CH2:23][CH2:24]2)(=[O:26])=[O:27])[cH:5][c:6]1-[c:7]1[c:8]([CH3:16])[n:9][c:10]([NH:12][C:13]([CH3:14])=[O:15])[s:11]1.[CH2:28]([Li:29])[CH2:30][CH2:31][CH3:32]>>[cH:2]1[s:3][c:4]([S:17]([NH:18][CH:19]2[CH2:20][CH2:21][CH:22]([OH:25])[CH2:23][CH2:24]2)(=[O:26])=[O:27])[cH:5][c:6]1-[c:7]1[c:8]([CH3:16])[n:9][c:10]([NH:12][C:13]([CH3:14])=[O:15])[s:11]1. Product: CC(=O)Nc1nc(C)c(-c2csc(S(=O)(=O)NC3CCC(O)CC3)c2)s1.